This data is from the Open Reaction Database (ORD), a public repository of structured organic reaction records. The task is: describe an organic reaction: reactants, conditions, products, and yield Starting materials: CCO, [Cl-], CC(F)(F)CCCCn1ncc([N+](=O)[O-])n1, [Fe], N#N, [NH4+], O. Yields the product CC(F)(F)CCCCn1ncc(N)n1. RXN SMILES: [CH3:21][CH2:22][OH:23].[Cl-:19].[F:3][C:4]([CH2:5][CH2:6][CH2:7][CH2:8][n:9]1[n:10][cH:11][c:12]([N+:14]([O-:15])=[O:16])[n:13]1)([CH3:17])[F:18].[Fe:25].[N:1]#[N:2].[NH4+:20].[OH2:24]>>[F:3][C:4]([CH2:5][CH2:6][CH2:7][CH2:8][n:9]1[n:10][cH:11][c:12]([NH2:14])[n:13]1)([CH3:17])[F:18]. Reactants: ClC1=C(C(=O)O)C=C(C(=C1)F)[N+](=O)[O-] (2-chloro-4-fluoro-5-nitrobenzoic acid). Reagents/catalysts: [Fe] (Iron). The solvent is C(C)(=O)O (acetic acid), O (water), C(C)(=O)OCC (ethyl acetate). Yields the product ClC1=C(C(=O)O)C=C(C(=C1)F)N (2-Chloro-4-fluoro-5-aminobenzoic acid). Reaction SMILES: [Cl:1][C:2]1[CH:10]=[C:9]([F:11])[C:8]([N+:12]([O-])=O)=[CH:7][C:3]=1[C:4]([OH:6])=[O:5]>C(O)(=O)C.O.C(OCC)(=O)C.[Fe]>[Cl:1][C:2]1[CH:10]=[C:9]([F:11])[C:8]([NH2:12])=[CH:7][C:3]=1[C:4]([OH:6])=[O:5]. Procedure: A solution of 2-chloro-4-fluoro-5-nitrobenzoic acid (18.0 g, 0.0824 mol) in 75 ml of acetic acid was heated at reflux temperature. Iron powder (18.4 g, 0.328 mol) was added in several portions and the resulting suspension was cooled to room temperature and diluted with water and ethyl acetate. The mixture was filtered and the filtrate was saved. The organic layer was washed with brine, dried over anhydrous magnesium sulfate and concentrated under reduced pressure to afford the title compound as ... Starting materials: CCN(C(C)C)C(C)C, O=S(=O)(CCCCCCCl)NC1CC1, Fc1ccc(C(c2ccc(F)cc2)N2CCNCC2)cc1. Reaction SMILES: [CH2:36]([N:37]([CH:38]([CH3:39])[CH3:40])[CH:41]([CH3:42])[CH3:43])[CH3:44].[CH:22]1([NH:25][S:26](=[O:27])(=[O:28])[CH2:29][CH2:30][CH2:31][CH2:32][CH2:33][CH2:34][Cl:35])[CH2:23][CH2:24]1.[F:1][c:2]1[cH:3][cH:4][c:5]([CH:8]([N:9]2[CH2:10][CH2:11][NH:12][CH2:13][CH2:14]2)[c:15]2[cH:16][cH:17][c:18]([F:21])[cH:19][cH:20]2)[cH:6][cH:7]1>>[F:1][c:2]1[cH:3][cH:4][c:5]([CH:8]([N:9]2[CH2:10][CH2:11][N:12]([CH2:34][CH2:33][CH2:32][CH2:31][CH2:30][CH2:29][S:26]([NH:25][CH:22]3[CH2:23][CH2:24]3)(=[O:27])=[O:28])[CH2:13][CH2:14]2)[c:15]2[cH:16][cH:17][c:18]([F:21])[cH:19][cH:20]2)[cH:6][cH:7]1. The product is O=S(=O)(CCCCCCN1CCN(C(c2ccc(F)cc2)c2ccc(F)cc2)CC1)NC1CC1. Starting materials: C(C1=CC=CC=C1)ON(C=O)CC1(CCCC1)C(=O)O (1-[(Benzyloxy-formyl-amino)-methyl]-cyclopentanecarboxylic acid), N(N)C1=NC=CC(=N1)C(F)(F)F (2-hydrazino-4-(trifluoromethyl)pyrimidine), CN1CCOCC1 (NMM), C1=CC2=C(N=C1)N(N=N2)O (HOAt), Cl.CN(CCCN=C=NCC)C (1-[3-(dimethylamino)-propyl]-3-ethylcarbodiimide hydrochloride). The solvent is CN(C)C=O (DMF). Reaction conditions: time 18 hour. Yields the product C(C1=CC=CC=C1)ON(C=O)CC1(CCCC1)C(=O)NNC1=NC=CC(=N1)C(F)(F)F (N-Benzyloxy-N-{1-[N′-(4-Trifluoromethyl-Pyrimidin-2-Yl)-Hydrazinocarbonyl]-Cyclopentylmethyl}-Formamide). Yield: 54.0%. As a reaction SMILES: [CH2:1]([O:8][N:9]([CH2:12][C:13]1([C:18]([OH:20])=O)[CH2:17][CH2:16][CH2:15][CH2:14]1)[CH:10]=[O:11])[C:2]1[CH:7]=[CH:6][CH:5]=[CH:4][CH:3]=1.[NH:21]([C:23]1[N:28]=[C:27]([C:29]([F:32])([F:31])[F:30])[CH:26]=[CH:25][N:24]=1)[NH2:22].CN1CCOCC1.C1C=NC2N(O)N=NC=2C=1.Cl.CN(C)CCCN=C=NCC>CN(C=O)C>[CH2:1]([O:8][N:9]([CH2:12][C:13]1([C:18]([NH:22][NH:21][C:23]2[N:28]=[C:27]([C:29]([F:31])([F:30])[F:32])[CH:26]=[CH:25][N:24]=2)=[O:20])[CH2:14][CH2:15][CH2:16][CH2:17]1)[CH:10]=[O:11])[C:2]1[CH:3]=[CH:4][CH:5]=[CH:6][CH:7]=1 |f:4.5|. Procedure details: To a mixture of 1-[(Benzyloxy-formyl-amino)-methyl]-cyclopentanecarboxylic acid (0.10 g, 0.36 mmol), 2-hydrazino-4-(trifluoromethyl)pyrimidine (0.10 g, 0.43 mmol), NMM (0.11 g, 1.08 mmol) and HOAt (0.059 g, 0.43 mmol) in DMF (2 mL) at room temperature was added 1-[3-(dimethylamino)-propyl]-3-ethylcarbodiimide hydrochloride (0.085 g, 0.43 mmol). After stirring at room temperature 18 h, the reaction mixture was then purified by preparative, reverse-phase HPLC to afford the title compound as a whit... Starting materials: C(#N)C1=CC=C(C=C1)C1CCN(CC1)C(=O)OC(C)(C)C (tert-butyl 4-(4-cyanophenyl)piperidine-1-carboxylate), BrC1=CC=2N(C=C1)C=NC2 (7-bromoimidazo[1,5-a]pyridine), BrC1=CC=2N(C=C1)C=NC2 (7-bromoimidazo[1,5-a]pyridine). Product: C=1N=CN2C1C=C(C=C2)C2CCN(CC2)C(=O)OC(C)(C)C (t-Butyl 4-(imidazo[1,5-a]pyridin-7-yl)piperidine-1-carboxylate). RXN SMILES: C([C:3]1[CH:8]=[CH:7][C:6]([CH:9]2[CH2:14][CH2:13][N:12]([C:15]([O:17][C:18]([CH3:21])([CH3:20])[CH3:19])=[O:16])[CH2:11][CH2:10]2)=[CH:5][CH:4]=1)#N.BrC1C=C[N:26]2[CH:29]=[N:30]C=C2C=1>>[CH:3]1[N:26]=[CH:29][N:30]2[CH:4]=[CH:5][C:6]([CH:9]3[CH2:10][CH2:11][N:12]([C:15]([O:17][C:18]([CH3:19])([CH3:20])[CH3:21])=[O:16])[CH2:13][CH2:14]3)=[CH:7][C:8]=12. Reported procedure: The title compound was prepared using standard chemical manipulations and procedures similar to those used for the preparation of compound 1.1, except 7-bromoimidazo[1,5-a]pyridine (compound 39.3) was used in place of 4-bromobenzonitrile. Reactants: ClC1=NC(=NC(=N1)N(C1=CC=CC=C1)CC)N (6-Chloro-N-ethyl-N-phenyl-[1,3,5]triazine-2,4-diamine), ClC1=NC(=NC(=N1)N(C1=CC=CC=C1)CC)N (6-Chloro-N-ethyl-N-phenyl-[1,3,5]triazine-2,4-diamine), [C-]#N.[K+] (potassium cyanide). The solvent is CCOC(=O)C (EtOAc), CS(=O)C (DMSO). Conditions: time 2 hour. Product: NC1=NC(=NC(=N1)N(C1=CC=CC=C1)CC)C#N (4-Amino-6-(ethyl-phenyl-amino)-[1,3,5]triazine-2-carbonitrile). As a reaction SMILES: Cl[C:2]1[N:7]=[C:6]([N:8]([CH2:15][CH3:16])[C:9]2[CH:14]=[CH:13][CH:12]=[CH:11][CH:10]=2)[N:5]=[C:4]([NH2:17])[N:3]=1.[C-:18]#[N:19].[K+]>CS(C)=O.CCOC(C)=O>[NH2:17][C:4]1[N:5]=[C:6]([N:8]([CH2:15][CH3:16])[C:9]2[CH:14]=[CH:13][CH:12]=[CH:11][CH:10]=2)[N:7]=[C:2]([C:18]#[N:19])[N:3]=1 |f:1.2|. Procedure details: 6-Chloro-N-ethyl-N-phenyl-[1,3,5]triazine-2,4-diamine (Intermediate 37, 400 mg, 1.60 mmol) was dissolved in anhydrous DMSO (5 mL) before the addition of potassium cyanide (200 mg, 3.07 mmol). The reaction mixture was stirred at 120 C in a pressure tube for 2 h before allowing to cool to room temperature. The product mixture was diluted with EtOAc (20 mL), extracted with water (2×10 mL), saturated sodium chloride (5 mL), dried over anhydrous sodium sulfate and concentrated under reduced pressure.... Reactants: C(CCCCC)OC1=CC=C(C=C1)C1=NC=C(C=N1)O (2-(4-hexyloxyphenyl)-5-hydroxypyrimidine), ClCCCCCCO (6-chlorohexan-1-ol). RXN SMILES: [CH2:1]([O:7][C:8]1[CH:13]=[CH:12][C:11]([C:14]2[N:19]=[CH:18][C:17]([OH:20])=[CH:16][N:15]=2)=[CH:10][CH:9]=1)[CH2:2][CH2:3][CH2:4][CH2:5][CH3:6].Cl[CH2:22][CH2:23][CH2:24][CH2:25][CH2:26][CH2:27][OH:28]>>[CH2:1]([O:7][C:8]1[CH:13]=[CH:12][C:11]([C:14]2[N:19]=[CH:18][C:17]([O:20][CH2:22][CH2:23][CH2:24][CH2:25][CH2:26][CH2:27][OH:28])=[CH:16][N:15]=2)=[CH:10][CH:9]=1)[CH2:2][CH2:3][CH2:4][CH2:5][CH3:6]. Yields the product C(CCCCC)OC1=CC=C(C=C1)C1=NC=C(C=N1)OCCCCCCO (6-[2-(4-Hexyloxyphenyl)pyrimidin-5-yloxy]hexan-1-ol). Procedure details: 0.013 mol of 2-(4-hexyloxyphenyl)-5-hydroxypyrimidine and 0.020 mol of 6-chlorohexan-1-ol are employed. Procedure: The compound 116 obtained above (7.27 g, 12.5 mmole) was dissolved in benzene (40 ml), and 5-mercapto-1-methyltetrazole disulfide (2.88 g, 12.5 mmole) and α,α'-azobis-isobutyronitrile (205 mg, 1.25 mmole) were added thereto, and the mixture was refluxed with stirring for 19 hours. Then, the reaction mixture was treated following the procedure similar to that of Example 41, to yield a residue. The residue was chromatographed over silica gel (330 g), eluting with ethyl acetate: n-hexane (1:50), to... The solvent is C1=CC=CC=C1 (benzene). Run at time 19 hour. Starting materials: COC(CCC\C=C/C[C@H]1[C@H](C[C@H]([C@@H]1\C=C/CCCCCC)O[Si](C)(C)C(C)(C)C)O[Si](C)(C)C(C)(C)C)=O ((5Z,13Z,9S,11R)-9,11-bis(tert-butyldimethylsilyloxy)-5,13-prostadienoic acid methyl ester), 5-mercapto-1-methyltetrazole disulfide, N(=NC(C#N)(C)C)C(C#N)(C)C (α,α'-azobis-isobutyronitrile). The product is COC(CCC\C=C\C[C@H]1[C@H](C[C@H]([C@@H]1\C=C\CCCCCC)O[Si](C)(C)C(C)(C)C)O[Si](C)(C)C(C)(C)C)=O ((5E,13E,9S,11R)-9,11-bis(tert-butyldimethylsilyloxy)-5,13-prostadienoic acid methyl ester). As a reaction SMILES: [CH3:1][O:2][C:3](=[O:39])[CH2:4][CH2:5][CH2:6]/[CH:7]=[CH:8]\[CH2:9][C@@H:10]1[C@@H:14](/[CH:15]=[CH:16]\[CH2:17][CH2:18][CH2:19][CH2:20][CH2:21][CH3:22])[C@H:13]([O:23][Si:24]([C:27]([CH3:30])([CH3:29])[CH3:28])([CH3:26])[CH3:25])[CH2:12][C@@H:11]1[O:31][Si:32]([C:35]([CH3:38])([CH3:37])[CH3:36])([CH3:34])[CH3:33].N(C(C)(C)C#N)=NC(C)(C)C#N>C1C=CC=CC=1>[CH3:1][O:2][C:3](=[O:39])[CH2:4][CH2:5][CH2:6]/[CH:7]=[CH:8]/[CH2:9][C@@H:10]1[C@@H:14](/[CH:15]=[CH:16]/[CH2:17][CH2:18][CH2:19][CH2:20][CH2:21][CH3:22])[C@H:13]([O:23][Si:24]([C:27]([CH3:29])([CH3:30])[CH3:28])([CH3:25])[CH3:26])[CH2:12][C@@H:11]1[O:31][Si:32]([C:35]([CH3:38])([CH3:37])[CH3:36])([CH3:33])[CH3:34]. Reported procedure: To a solution of 6-trifluoromethylindole (1.0 g, 5.4 mmol) in CH2Cl2 (10 mL) was added N,N-dimethylmethylene ammonium chloride (0.63 g, 6.75 mmol, 1.25 eq.) in one portion and the resultant mixture was stirred at rt for 2 h under N2. 1M NaOH (6.75 mL,) was added, and the reaction mixture was extracted into methylene chloride. The organic layer was washed with aqueous saturated NaCl and dried (MgSO4). The solvent was removed in vacuo to give 1.3 g (100%) of title compound. Yields the product FC(C1=CC=C2C(=CNC2=C1)CN(C)C)(F)F (6-Trifluoromethyl-N,N-dimethyl-1H-indole-3-methanamine). The reactants are FC(C1=CC=C2C=CNC2=C1)(F)F (6-trifluoromethylindole), [Cl-].CC=[N+]=CC (N,N-dimethylmethylene ammonium chloride), C(Cl)Cl (CH2Cl2), [OH-].[Na+] (NaOH), resultant mixture. RXN SMILES: [F:1][C:2]([F:13])([F:12])[C:3]1[CH:11]=[C:10]2[C:6]([CH:7]=[CH:8][NH:9]2)=[CH:5][CH:4]=1.[Cl-].C[CH:16]=[N+:17]=[CH:18]C.[OH-].[Na+].[CH2:22](Cl)Cl>>[F:13][C:2]([F:1])([F:12])[C:3]1[CH:11]=[C:10]2[C:6]([C:7]([CH2:16][N:17]([CH3:18])[CH3:22])=[CH:8][NH:9]2)=[CH:5][CH:4]=1 |f:1.2,3.4|. Yield: 100.0%.